This data is from the Open Reaction Database (ORD), a public repository of structured organic reaction records. The task is: describe an organic reaction: reactants, conditions, products, and yield Reactants: C1(=CC=CC=C1)C1N=C2N(C1)CCC2 (2,5,6,7-Tetrahydro-2-phenyl-3H-pyrrolo[1,2-a]imidazole), [Li]CCCC (n-BuLi), ClC1=C(C(=CC=C1)Cl)SSC1=C(C=CC=C1Cl)Cl (2,6-dichlorophenyldisulfide), Cl (HCl). Product: Cl.C1(=CC=CC=C1)C1N=C2N(C1)CCC2SC2=C(C=CC=C2Cl)Cl (2,5,6,7-Tetrahydro-2-phenyl-7-(2,6-dichlorophenylthio)-3H-pyrrolo[1,2-a]imidazole hydrochloride), base. Isolated yield 39.2%. Reaction SMILES: [C:1]1([CH:7]2[CH2:11][N:10]3[CH2:12][CH2:13][CH2:14][C:9]3=[N:8]2)[CH:6]=[CH:5][CH:4]=[CH:3][CH:2]=1.[Li]CCCC.[Cl:20]C1C=CC=C(Cl)C=1S[S:29][C:30]1[C:35]([Cl:36])=[CH:34][CH:33]=[CH:32][C:31]=1[Cl:37].Cl>>[ClH:20].[C:1]1([CH:7]2[CH2:11][N:10]3[CH2:12][CH2:13][CH:14]([S:29][C:30]4[C:31]([Cl:37])=[CH:32][CH:33]=[CH:34][C:35]=4[Cl:36])[C:9]3=[N:8]2)[CH:2]=[CH:3][CH:4]=[CH:5][CH:6]=1 |f:4.5|. Procedure: 2,5,6,7-Tetrahydro-2-phenyl-3H-pyrrolo[1,2-a]imidazole was reacted with 2 equivalents of n-BuLi and 1 equivalent of 2,6-dichlorophenyldisulfide according to the general procedure A above except that when the reaction mixture was poured into the aq HCl solution, the HCl salt of the desired product precipitated. It was collected, washed well with cold H2O, then Et2O and dried in vacuo; yield 40.7%; m.p. 96°-99°. Neutralization of the acidic filtrate with NaHCO3, followed by extraction with Et2O, y... Starting materials: ClC=1C(CC1C1=CC=C(C=C1)OC)(F)F (2Chloro-1,1-difluoro-3-(p-methoxyphenyl)-2-cyclobutene), OS(=O)(=O)O (H2SO4), desired intermediate. Reaction conditions: time 20 minute. The product is ClC=1C(CC1C1=CC=C(C=C1)OC)=O (2-Chloro-3-(p-methoxyphenyl)-2-cyclobuten-1-one). As a reaction SMILES: [Cl:1][C:2]1[C:3](F)(F)[CH2:4][C:5]=1[C:6]1[CH:11]=[CH:10][C:9]([O:12][CH3:13])=[CH:8][CH:7]=1.[OH:16]S(O)(=O)=O>>[Cl:1][C:2]1[C:3](=[O:16])[CH2:4][C:5]=1[C:6]1[CH:11]=[CH:10][C:9]([O:12][CH3:13])=[CH:8][CH:7]=1. Procedure details: 2Chloro-1,1-difluoro-3-(p-methoxyphenyl)-2-cyclobutene (215 g., 0.93 mole) is poured gradually into 272 ml. of concentrated H2SO4 with stirring. The rate of addition is adjusted to maintain the reaction temperature below 40° C. When the reaction subsides, the cooling bath is removed, but stirring is continued for 20 min. The mixture is poured into 3 l. of water. A precipitate forms, and is collected on a filter, washed with water, and air-dried. recrystallization of this material twice from i-Pr...